From a dataset of the Open Reaction Database (ORD), a public repository of structured organic reaction records. describe an organic reaction: reactants, conditions, products, and yield Starting materials: [N+](=[N-])=C (diazomethane), C(C)OC1=NC2=CC(=C(C=C2C(=C1)O[C@@H]1C[C@H](N(C1)C(=O)OC(C)(C)C)C(=O)OC)\C=C\CC(CO)(C)C)OC (1-t-Butyl 2-methyl (2S,4R)-4-({2-ethoxy-6-[(1E)-5-hydroxy-4,4-dimethylpent-1-en-1-yl]-7-methoxyquinolin-4-yl}oxy)pyrrolidine-1,2-dicarboxylate), [N+](=[N-])=C (diazomethane), [N+](=[N-])=C (diazomethane). The reagents and catalysts are C(C)(=O)[O-].[Pd+2].C(C)(=O)[O-] (Palladium acetate), C(C)(=O)[O-].[Pd+2].C(C)(=O)[O-] (Palladium acetate), C(C)(=O)[O-].[Pd+2].C(C)(=O)[O-] (Palladium acetate). Solvent: CCOCC (Et2O). Reaction conditions: temperature 0 celsius, time 15 minute. Yields the product C(C)OC1=NC2=CC(=C(C=C2C(=C1)O[C@@H]1C[C@H](N(C1)C(=O)OC(C)(C)C)C(=O)OC)C1C(C1)CC(CO)(C)C)OC (1-t-Butyl 2-methyl (2S,4R)-4-({2-ethoxy-6-[2-(3-hydroxy-2,2-dimethylpropyl)cyclopropyl]-7-methoxyquinolin-4-yl}oxy)pyrrolidine-1,2-dicarboxylate). RXN SMILES: [N+](=[CH2:3])=[N-].[CH2:4]([O:6][C:7]1[CH:16]=[C:15]([O:17][C@H:18]2[CH2:22][N:21]([C:23]([O:25][C:26]([CH3:29])([CH3:28])[CH3:27])=[O:24])[C@H:20]([C:30]([O:32][CH3:33])=[O:31])[CH2:19]2)[C:14]2[C:9](=[CH:10][C:11]([O:42][CH3:43])=[C:12](/[CH:34]=[CH:35]/[CH2:36][C:37]([CH3:41])([CH3:40])[CH2:38][OH:39])[CH:13]=2)[N:8]=1)[CH3:5]>CCOCC.C([O-])(=O)C.[Pd+2].C([O-])(=O)C>[CH2:4]([O:6][C:7]1[CH:16]=[C:15]([O:17][C@H:18]2[CH2:22][N:21]([C:23]([O:25][C:26]([CH3:28])([CH3:29])[CH3:27])=[O:24])[C@H:20]([C:30]([O:32][CH3:33])=[O:31])[CH2:19]2)[C:14]2[C:9](=[CH:10][C:11]([O:42][CH3:43])=[C:12]([CH:34]3[CH2:3][CH:35]3[CH2:36][C:37]([CH3:41])([CH3:40])[CH2:38][OH:39])[CH:13]=2)[N:8]=1)[CH3:5] |f:3.4.5|. Procedure: Palladium acetate (0.67 g, 2.97 mol) and freshly prepared diazomethane (300 mL, 0.5 M solution in Et2O, 150 mmol) were added to a solution of the product from Step 3 (16.6 g, 29.7 mmol) in Et2O (300 mL) cooled to 0° C. After 15 minutes, N2 was bubbled through the mixture for 15 minutes, and the black mixture was filtered through CELITE with Et2O as the eluent. The solvent was removed in vacuo, and the residue was taken up in Et2O (300 mL) and cooled to 0° C. Palladium acetate (0.67 g, 2.97 mol) ... The reactants are CCOC(C)=O, N#CC1(c2ccc(OCCCN3CCCC3)cc2)CCOCC1, O. The product is NC(=O)C1(c2ccc(OCCCN3CCCC3)cc2)CCOCC1. RXN SMILES: [CH3:24][CH2:25][O:26][C:27](=[O:28])[CH3:29].[N:1]1([CH2:6][CH2:7][CH2:8][O:9][c:10]2[cH:11][cH:12][c:13]([C:16]3([C:22]#[N:23])[CH2:17][CH2:18][O:19][CH2:20][CH2:21]3)[cH:14][cH:15]2)[CH2:2][CH2:3][CH2:4][CH2:5]1.[OH2:30]>>[N:1]1([CH2:6][CH2:7][CH2:8][O:9][c:10]2[cH:11][cH:12][c:13]([C:16]3([C:22]([NH2:23])=[O:26])[CH2:17][CH2:18][O:19][CH2:20][CH2:21]3)[cH:14][cH:15]2)[CH2:2][CH2:3][CH2:4][CH2:5]1. The reactants are CONC(CCl)=O (N-Methoxychloroacetamide), COC1=C(C=CC=C1)N=C=O (2-Methoxyphenylisocyanate). Reagents/catalysts: C(CCCCCCCCCCC)(=O)[O-].C(CCCCCCCCCCC)(=O)[O-].C(CCC)[Sn+2]CCCC (dibutyltin dilaurate). Run in C1=CC=CC=C1 (benzene), C1=CC=CC=C1 (benzene). Product: ClCC(=NOC)OC(NC1=C(C=CC=C1)OC)=O (1-chloro-2-[N-(2-methoxyphenyl)carbamoyloxy]-2-methoxyiminoethane). As a reaction SMILES: [CH3:1][O:2][NH:3][C:4](=[O:7])[CH2:5][Cl:6].[CH3:8][O:9][C:10]1[CH:15]=[CH:14][CH:13]=[CH:12][C:11]=1[N:16]=[C:17]=[O:18]>C([O-])(=O)CCCCCCCCCCC.C([O-])(=O)CCCCCCCCCCC.C([Sn+2]CCCC)CCC.C1C=CC=CC=1>[Cl:6][CH2:5][C:4]([O:7][C:17](=[O:18])[NH:16][C:11]1[CH:12]=[CH:13][CH:14]=[CH:15][C:10]=1[O:9][CH3:8])=[N:3][O:2][CH3:1] |f:2.3.4|. Procedure details: N-Methoxychloroacetamide (12.3 grams; 0.1 mole), benzene (60 ml) and dibutyltin dilaurate (1 drop) are charged into a glass reaction flask equipped with a mechanical stirrer, thermometer and reflux condenser. 2-Methoxyphenylisocyanate (15 grams; 0.1 mole) dissolved in benzene (30 ml) is incrementally added to the reaction mixture, with stirring, at room temperature. After the addition is completed the reaction mixture is heated at reflux for a period of about 3 hours. After this time the reactio... Reaction conditions: time 30 minute. RXN SMILES: [S:1]1[CH:5]=[CH:4][S:3][C:2]1=[C:6]([C:12](=[O:21])[NH:13][CH2:14][C:15]1[CH:20]=[CH:19][CH:18]=[CH:17][CH:16]=1)[C:7]([O:9]CC)=O.[H-].[Na+].[C:24]([O:33][CH2:34][CH3:35])(=[O:32])/[CH:25]=[CH:26]\[C:27]([O:29][CH2:30][CH3:31])=[O:28].O>CN(C)C=O>[CH2:34]([O:33][C:24]([CH:25]1[CH:26]([C:27]([O:29][CH2:30][CH3:31])=[O:28])[C:7](=[O:9])[C:6](=[C:2]2[S:1][CH:5]=[CH:4][S:3]2)[C:12](=[O:21])[N:13]1[CH2:14][C:15]1[CH:16]=[CH:17][CH:18]=[CH:19][CH:20]=1)=[O:32])[CH3:35] |f:1.2|. Starting materials: [H-].[Na+] (sodium hydride), C(\C=C/C(=O)OCC)(=O)OCC (diethyl maleate), S1C(SC=C1)=C(C(=O)OCC)C(NCC1=CC=CC=C1)=O (ethyl 2-(1,3-dithiol-2-ylidene)-2-(N-benzylcarbamoyl)acetate), O (water). Solvent: CN(C=O)C (dimethylformamide), CN(C=O)C (dimethylformamide), CN(C=O)C (dimethylformamide). The product is C(C)OC(=O)C1N(C(C(C(C1C(=O)OCC)=O)=C1SC=CS1)=O)CC1=CC=CC=C1 (1-benzyl-5-(1,3-dithiol-2-ylidene)-4,6-dioxopiperidine-2,3-dicarboxylic acid diethyl ester). Procedure details: A mixture of ethyl 2-(1,3-dithiol-2-ylidene)-2-(N-benzylcarbamoyl)acetate (1.0 g) and dimethylformamide (25 ml) is added dropwise to a suspension of sodium hydride (63% dispersion in oil, 144 mg) in dimethylformamide (10 ml). Said addition is carried out under ice-cooling. The mixture is stirred at the same temperature for 30 minutes. A solution of diethyl maleate (0.6 ml) in dimethylformamide (10 ml) is added dropwise thereto. The mixture is stirred at room temperature overnight. The mixture is... Yields the product CNC(=NS(=O)(=O)N1CCCCC1)N1CC(c2ccccc2)C(c2ccc(Cl)cc2)=N1. Reaction SMILES: [CH3:1][S:2][C:3](=[N:4][S:5](=[O:6])(=[O:7])[N:8]1[CH2:9][CH2:10][CH2:11][CH2:12][CH2:13]1)[N:14]1[N:15]=[C:16]([c:25]2[cH:26][cH:27][c:28]([Cl:31])[cH:29][cH:30]2)[CH:17]([c:19]2[cH:20][cH:21][cH:22][cH:23][cH:24]2)[CH2:18]1.[CH3:32][NH2:33].[CH3:34][OH:35]>>[C:3](=[N:4][S:5](=[O:6])(=[O:7])[N:8]1[CH2:9][CH2:10][CH2:11][CH2:12][CH2:13]1)([N:14]1[N:15]=[C:16]([c:25]2[cH:26][cH:27][c:28]([Cl:31])[cH:29][cH:30]2)[CH:17]([c:19]2[cH:20][cH:21][cH:22][cH:23][cH:24]2)[CH2:18]1)[NH:33][CH3:32]. Starting materials: CSC(=NS(=O)(=O)N1CCCCC1)N1CC(c2ccccc2)C(c2ccc(Cl)cc2)=N1, CN, CO. Reactants: O (water), BrC[C@H]([Si](C)(C)C(C)(C)C)C=1C=NC=CC1 ((R)-3-(2-bromo-1-(tert-butyl-dimethyl-silanyl)-ethyl)-pyridine), O1C=NC(=C1)C1=CC=C(OCCN)C=C1 (2-(4-oxazol-4-yl-phenoxy)-ethylamine), C(C)(C)N(CC)C(C)C (diisopropylethylamine). Solvent: C(Cl)(Cl)Cl (chloroform), CO.ClCCl (methanol dichloromethane), CS(=O)C (dimethylsulfoxide). Run at temperature 90 celsius. The product is BrC[C@H](O)C=1C=NC=CC1 ((R)-2-Bromo-1-pyridin-3-yl-ethanol). Isolated yield 121.9%. As a reaction SMILES: [Br:1][CH2:2][C@@H:3]([C:11]1[CH:12]=[N:13][CH:14]=[CH:15][CH:16]=1)[Si](C(C)(C)C)(C)C.[O:17]1C=C(C2C=CC(OCCN)=CC=2)N=C1.C(N(C(C)C)CC)(C)C.O>CS(C)=O.C(Cl)(Cl)Cl.CO.ClCCl>[Br:1][CH2:2][C@@H:3]([C:11]1[CH:12]=[N:13][CH:14]=[CH:15][CH:16]=1)[OH:17] |f:6.7|. Reported procedure: A stirred mixture of 1.24 g (3.91 mmol) of (R)-3-(2-bromo-1-(tert-butyl-dimethyl-silanyl)-ethyl)-pyridine, 1.6 g (7.83 mmol) of 2-(4-oxazol-4-yl-phenoxy)-ethylamine, and 1.4 ml (7.83 mmol) of diisopropylethylamine in 20 ml of dry dimethylsulfoxide was heated at about 90° C. for about 18 hours. The mixture was poured into 400 ml of water and extracted with ethyl acetate (2×400 ml). The organic extracts were combined, washed successively with water (2×100 ml) and brine (1×100 ml), dried over magne... Reactants: CC(C)CCC[C@@H](C)[C@H]1CC[C@H]2[C@@H]3CCC4CC(CC[C@]4(C)[C@H]3CC[C@]12C)OCC(=O)OC(C)(C)C (tert-Butyl 2-(cholestan-3-yloxy)acetate), C(=O)(C(F)(F)F)O (TFA). Solvent: C(Cl)Cl (DCM). Run at time 90 minute. Product: CC(C)CCC[C@@H](C)[C@H]1CC[C@H]2[C@@H]3CCC4CC(CC[C@]4(C)[C@H]3CC[C@]12C)OCC(=O)O (2-(Cholestan-3-yloxy)acetic acid). Isolated yield 78.0%. Reaction SMILES: [CH3:1][CH:2]([CH2:4][CH2:5][CH2:6][C@H:7]([C@@H:9]1[C@:26]2([CH3:27])[C@H:12]([C@H:13]3[C@H:23]([CH2:24][CH2:25]2)[C@:21]2([CH3:22])[CH:16]([CH2:17][CH:18]([O:28][CH2:29][C:30]([O:32]C(C)(C)C)=[O:31])[CH2:19][CH2:20]2)[CH2:15][CH2:14]3)[CH2:11][CH2:10]1)[CH3:8])[CH3:3].C(O)(C(F)(F)F)=O>C(Cl)Cl>[CH3:3][CH:2]([CH2:4][CH2:5][CH2:6][C@H:7]([C@@H:9]1[C@:26]2([CH3:27])[C@H:12]([C@H:13]3[C@H:23]([CH2:24][CH2:25]2)[C@:21]2([CH3:22])[CH:16]([CH2:17][CH:18]([O:28][CH2:29][C:30]([OH:32])=[O:31])[CH2:19][CH2:20]2)[CH2:15][CH2:14]3)[CH2:11][CH2:10]1)[CH3:8])[CH3:1]. Procedure details: tert-Butyl 2-(cholestan-3-yloxy)acetate 129 (634 mg, 1.26 mmol) was taken up in DCM (4 mL) before TFA (1 mL) was added. The solution was stirred at room temperature for 90 mins. The solvent was evaporated and the residue purified using a short silica plug (SiO2: DCM to 100:5 DCM:MeOH) before being recrystallized from hexane to yield 439 mg of the white solid product (78%). 1H nmr (400 MHz, CDCl3) δ: 4.25 (s, 2H, CH2O), 3.37 (m, 1H, CHO), 1.99-0.58 (m, 31H), 0.89 (d, 3H, J=6.6, CH3), 0.85 (d, 3H,... Starting materials: C([O-])([O-])=O.[K+].[K+] (potassium carbonate), BrCCCCl (1-bromo-3-chloropropane), BrC=1C=C2C=CNC(C2=CC1)=O (6-bromoisoquinolin-1(2H)-one). Run in O (water), CN1CCCC1=O (NMP). Reaction conditions: temperature 70 celsius, time 10 hour. The product is BrC=1C=C2C=CN(C(C2=CC1)=O)CCCCl (6-Bromo-2-(3-chloropropyl)isoquinolin-1(2H)-one). Reaction SMILES: [Br:1][C:2]1[CH:3]=[C:4]2[C:9](=[CH:10][CH:11]=1)[C:8](=[O:12])[NH:7][CH:6]=[CH:5]2.C(=O)([O-])[O-].[K+].[K+].Br[CH2:20][CH2:21][CH2:22][Cl:23]>CN1C(=O)CCC1.O>[Br:1][C:2]1[CH:3]=[C:4]2[C:9](=[CH:10][CH:11]=1)[C:8](=[O:12])[N:7]([CH2:20][CH2:21][CH2:22][Cl:23])[CH:6]=[CH:5]2 |f:1.2.3|. Procedure details: A solution of 6-bromoisoquinolin-1(2H)-one (Example 1b) (2 g) dissolved in NMP (20 mL) was treated with potassium carbonate (1.974 g) and 1-bromo-3-chloropropane (8.83 ml) under nitrogen. The resulting mixture was stirred at 70° C. for 10 h. The cooled reaction mixture was diluted with water, and extracted with ethyl acetate. The organic layer was dried (MgSO4), and evaporated. The residue was purified (SiO2 chromatography, elution with a mixture of DCM and isohexane) to give the subtitle compou...